Dataset: the Open Reaction Database (ORD), a public repository of structured organic reaction records. Task: describe an organic reaction: reactants, conditions, products, and yield Reactants: O=C1c2ccccc2C(=O)N1CCCCSc1ccncc1, CCOC(C)=O, CCO, NN, O. Yields the product O=C(NCCCCSc1ccncc1)c1ccccc1. Reaction SMILES: [C:1]1(=[O:22])[c:2]2[c:3]([cH:18][cH:19][cH:20][cH:21]2)[C:4](=[O:17])[N:5]1[CH2:6][CH2:7][CH2:8][CH2:9][S:10][c:11]1[cH:12][cH:13][n:14][cH:15][cH:16]1.[CH3:26][CH2:27][O:28][C:29](=[O:30])[CH3:31].[CH3:32][CH2:33][OH:34].[NH2:24][NH2:25].[OH2:23]>>[cH:2]1[c:3]([C:4]([NH:5][CH2:6][CH2:7][CH2:8][CH2:9][S:10][c:11]2[cH:12][cH:13][n:14][cH:15][cH:16]2)=[O:17])[cH:18][cH:19][cH:20][cH:21]1. Reactants: C(/C1=CC=CC=C1)=N\C1=C2COC(C2=CC=C1)=O ((E)-4-(benzylideneamino)isobenzofuran-1(3H)-one), CN1N=CN=C1C=O (1-methyl-1H-1,2,4-triazole-5-carbaldehyde), CC[O-].[Na+] (EtONa). The solvent is C(CC)(=O)OCC (ethyl propionate). Run at temperature 41 celsius, time 3 hour. Product: CN1N=CN=C1C1C(NC=2C=CC=C(C2C1=O)C(=O)OCC)C1=CC=CC=C1 (Ethyl 3-(1-methyl-1H-1,2,4-triazol-5-yl)-4-oxo-2-phenyl-1,2,3,4-tetrahydroquinoline-5-carboxylate). Yield: 14.2%. RXN SMILES: [CH:1](=[N:8]/[C:9]1[CH:17]=[CH:16][CH:15]=[C:14]2[C:10]=1[CH2:11][O:12][C:13]2=[O:18])\[C:2]1[CH:7]=[CH:6][CH:5]=[CH:4][CH:3]=1.[CH3:19][N:20]1[C:24]([CH:25]=O)=[N:23][CH:22]=[N:21]1.[CH3:27][CH2:28][O-:29].[Na+]>C(OCC)(=O)CC>[CH3:19][N:20]1[C:24]([CH:25]2[C:28](=[O:29])[C:27]3[C:14]([C:13]([O:12][CH2:11][CH3:10])=[O:18])=[CH:15][CH:16]=[CH:17][C:9]=3[NH:8][CH:1]2[C:2]2[CH:3]=[CH:4][CH:5]=[CH:6][CH:7]=2)=[N:23][CH:22]=[N:21]1 |f:2.3|. Reported procedure: To a solution of (E)-4-(benzylideneamino)isobenzofuran-1(3H)-one (1.78 g, 7.5 mmol) and 1-methyl-1H-1,2,4-triazole-5-carbaldehyde (1.01 g, 9.16 mmol) in ethyl propionate (110 mL) was added EtONa (sodium (490 mg, 21 mmol) in 35 mL ethanol) at 40° C., then the mixture was stirred at 41° C. for 3 hr. The resulting mixture was evaporated under reduced pressure and extracted with ethyl acetate (150 mL×4) and concentrated. The crude product was purified by column chromatography (silica gel, dichlorome... Reactants: NC1(CCC(CC1)OC1=NC=NC=2SC=3CC[C@@H](C3C12)CC(=O)N)C (2-[(3R)-12-[(4-amino-4-methylcyclohexyl)oxy]-7-thia-9,11-diazatricyclo[6.4.0.0[2,6]]dodeca-1(8),2(6),9,11-tetraen-3-yl]acetamide), C=O (HCHO), [BH3-]C#N.[Na+] (NaBH3CN). The solvent is CO (methanol). Reaction conditions: time 0.5 hour. Product: CN(C1(CCC(CC1)OC1=NC=NC=2SC=3CC[C@@H](C3C12)CC(=O)N)C)C (2-[(3R)-12-[[4-(dimethylamino)-4-methylcyclohexyl]oxy]-7-thia-9,11-diazatricyclo[6.4.0.0[2,6]]dodeca-1(8),2(6),9,11-tetraen-3-yl]acetamide). RXN SMILES: N[C:2]1([CH3:25])[CH2:7][CH2:6][CH:5]([O:8][C:9]2[C:20]3[C:19]4[C@@H:18]([CH2:21][C:22]([NH2:24])=[O:23])[CH2:17][CH2:16][C:15]=4[S:14][C:13]=3[N:12]=[CH:11][N:10]=2)[CH2:4][CH2:3]1.[CH2:26]=O.[BH3-][C:29]#[N:30].[Na+]>CO>[CH3:26][N:30]([CH3:29])[C:2]1([CH3:25])[CH2:7][CH2:6][CH:5]([O:8][C:9]2[C:20]3[C:19]4[C@@H:18]([CH2:21][C:22]([NH2:24])=[O:23])[CH2:17][CH2:16][C:15]=4[S:14][C:13]=3[N:12]=[CH:11][N:10]=2)[CH2:4][CH2:3]1 |f:2.3|. Procedure details: To a solution of 2-[(3R)-12-[(4-amino-4-methylcyclohexyl)oxy]-7-thia-9,11-diazatricyclo[6.4.0.0[2,6]]dodeca-1(8),2(6),9,11-tetraen-3-yl]acetamide (200 mg, 0.55 mmol, 1.00 equiv) in 8 mL of methanol was added HCHO (37%, 1.2 mL). The solution was stirred for 0.5 h at room temperature. Then NaBH3CN (105 mg, 1.67 mmol, 3.01 equiv) was added and the resulting solution was allowed to react, with stirring, for an additional 1 h at room temperature. The reaction was quenched with NH4Cl (aq.) and extract... The reactants are C(C)(=O)OCCCCCCCCCCC(=O)Cl (11-acetoxyundecanoylchloride), [O-][O-].[Na+].[Na+] (sodium peroxide). The solvent is petroleum ether, ice water. Yields the product C(C)(=O)OCCCCCCCCCCC(=O)OOC(CCCCCCCCCCOC(C)=O)=O (bis(11-acetoxyundecanoyl)peroxide). Reaction SMILES: [C:1]([O:4][CH2:5][CH2:6][CH2:7][CH2:8][CH2:9][CH2:10][CH2:11][CH2:12][CH2:13][CH2:14][C:15](Cl)=[O:16])(=[O:3])[CH3:2].[O-:18][O-:19].[Na+].[Na+]>>[C:1]([O:4][CH2:5][CH2:6][CH2:7][CH2:8][CH2:9][CH2:10][CH2:11][CH2:12][CH2:13][CH2:14][C:15]([O:18][O:19][C:15](=[O:16])[CH2:14][CH2:13][CH2:12][CH2:11][CH2:10][CH2:9][CH2:8][CH2:7][CH2:6][CH2:5][O:4][C:1](=[O:3])[CH3:2])=[O:16])(=[O:3])[CH3:2] |f:1.2.3|. Procedure details: In 50 ml of petroleum ether was dissolved 10.5 g of 11-acetoxyundecanoylchloride. To the solution was added 20 ml of ice-water. To the mixture was further added, while stirring, 4 g of sodium peroxide little by little. The organic layer was separated, and the aqueous layer was subjected to extraction with ether. The organic layer and the ether extracts were combined, washed with water and dried, followed by evaporation of the solvent to yield 8.6 g of white wax-like bis(11-acetoxyundecanoyl)pero... Starting materials: C1(=CC=CC=C1)SCCCl (2-chloroethyl phenyl sulfide), [I-].[K+] (potassium iodide), C(C)(C)N (isopropylamine), hydrochloride salt. The product is Cl.C1(=CC=CC=C1)SCCNC(C)C (N-[2-(Phenylthio)ethyl]-2-propanamine hydrochloride). Yield: 76.9%. Reaction SMILES: [C:1]1([S:7][CH2:8][CH2:9][Cl:10])[CH:6]=[CH:5][CH:4]=[CH:3][CH:2]=1.[I-].[K+].[CH:13]([NH2:16])([CH3:15])[CH3:14]>>[ClH:10].[C:1]1([S:7][CH2:8][CH2:9][NH:16][CH:13]([CH3:15])[CH3:14])[CH:6]=[CH:5][CH:4]=[CH:3][CH:2]=1 |f:1.2,4.5|. Reported procedure: A solution of 25 g (0.145 mole) of 2-chloroethyl phenyl sulfide and 1 g (0.006 mole) of potassium iodide in 500 ml of isopropylamine was heated in a bomb at 120° C. for 24 hr. The solvent was removed in vacuo, and the residue was partitioned between methylene chloride and dilute sodium hydroxide. The methylene chloride solution was extracted with dilute sulfuric acid. The acidic extract was made basic with 50% sodium hydroxide, and the basic solution was extracted with methylene chloride. The me... Starting materials: CCc1cc(C(=O)OC)cc(C#N)c1OC, [Li+], C1CCOC1, [OH-], O, O. Yields the product CCc1cc(C(=O)O)cc(C#N)c1OC. RXN SMILES: [C:1](#[N:2])[c:3]1[cH:4][c:5]([C:6](=[O:7])[O:8][CH3:9])[cH:10][c:11]([CH2:15][CH3:16])[c:12]1[O:13][CH3:14].[Li+:19].[O:20]1[CH2:21][CH2:22][CH2:23][CH2:24]1.[OH-:18].[OH2:17].[OH2:25]>>[C:1](#[N:2])[c:3]1[cH:4][c:5]([C:6](=[O:7])[OH:8])[cH:10][c:11]([CH2:15][CH3:16])[c:12]1[O:13][CH3:14].